This data is from the Open Reaction Database (ORD), a public repository of structured organic reaction records. The task is: describe an organic reaction: reactants, conditions, products, and yield The reactants are NC1=C(C=C(C=C1)N)S(=O)(=O)N (2,5-diamino-benzenesulfonamide), NC1=C(C=C(C=C1)[N+](=O)[O-])S(=O)(=O)N (2-amino-5-nitro-benzenesulfonamide), CS(=O)(=O)O (methanesulfonic acid), CS(=O)(=O)Cl (methanesulfonyl chloride). Yields the product NC1=C(C=C(C=C1)NS(=O)(=O)C)S(=O)(=O)N (2-amino-5-methanesulfonylamino-benzenesulfonamide). Reaction SMILES: [NH2:1][C:2]1[CH:7]=[CH:6][C:5]([NH2:8])=[CH:4][C:3]=1[S:9]([NH2:12])(=[O:11])=[O:10].NC1C=CC([N+]([O-])=O)=C[C:15]=1[S:23](N)(=[O:25])=[O:24].CS(O)(=O)=O.CS(Cl)(=O)=O>>[NH2:1][C:2]1[CH:7]=[CH:6][C:5]([NH:8][S:23]([CH3:15])(=[O:25])=[O:24])=[CH:4][C:3]=1[S:9]([NH2:12])(=[O:10])=[O:11]. Reported procedure: The 2-chloro-5-nitro-benzenesulfonamide intermediate (prepared as described in scheme 14) can be treated with a benzylic amine, such as benzylamine, to displace the chloro moiety. Hydrogenation under standard conditions in the presence of an acid (e.g., methanesulfonic acid) can be used to remove the benzylic group and to reduce the nitro group at the same time to afford the 2,5-diamino-benzenesulfonamide intermediate as a salt. Alternatively, the 2,5-diamino-benzenesulfonamide salt can be prepa... Reactants: COc1cc(-c2nnc(CN(C)C)o2)ccc1N, COc1ccc(-c2nc3ccccn3c2-c2ccnc(Cl)n2)cc1C(=O)Nc1c(F)cccc1F, Cl, OC(F)(F)CF. The product is COc1cc(-c2nnc(CN(C)C)o2)ccc1Nc1nccc(-c2c(-c3ccc(OC)c(C(=O)Nc4c(F)cccc4F)c3)nc3ccccn23)n1. Reaction SMILES: [CH3:36][N:37]([CH3:38])[CH2:39][c:40]1[n:41][n:42][c:43](-[c:45]2[cH:46][c:47]([O:52][CH3:53])[c:48]([NH2:49])[cH:50][cH:51]2)[o:44]1.[Cl:1][c:2]1[n:3][cH:4][cH:5][c:6](-[c:8]2[c:9](-[c:17]3[cH:18][cH:19][c:20]([O:34][CH3:35])[c:21]([C:22](=[O:23])[NH:24][c:25]4[c:26]([F:32])[cH:27][cH:28][cH:29][c:30]4[F:31])[cH:33]3)[n:10][c:11]3[n:12]2[cH:13][cH:14][cH:15][cH:16]3)[n:7]1.[ClH:54].[F:55][CH2:56][C:57]([F:58])([F:59])[OH:60]>>[c:2]1([NH:49][c:48]2[c:47]([O:52][CH3:53])[cH:46][c:45](-[c:43]3[n:42][n:41][c:40]([CH2:39][N:37]([CH3:36])[CH3:38])[o:44]3)[cH:51][cH:50]2)[n:3][cH:4][cH:5][c:6](-[c:8]2[c:9](-[c:17]3[cH:18][cH:19][c:20]([O:34][CH3:35])[c:21]([C:22](=[O:23])[NH:24][c:25]4[c:26]([F:32])[cH:27][cH:28][cH:29][c:30]4[F:31])[cH:33]3)[n:10][c:11]3[n:12]2[cH:13][cH:14][cH:15][cH:16]3)[n:7]1. Starting materials: [Cl-].[NH4+] (ammonium chloride), CC(C(=O)OCC1=CC=CC=C1)C(=O)C (Benzyl 2-methylacetoacetate), [H-].[Na+] (sodium hydride), [Si](C)(C)(C(C)(C)C)O[C@H](C)[C@H]1C(N[C@@H]1SC1=CC=CC=C1)=O ((3S,4R)-3-[(R)-1-(tert-butyldimethylsilyloxy)ethyl]-4-phenylthio-2-azetidinone). Solvent: O1CCCC1 (tetrahydrofuran). Reaction conditions: time 10 minute. Yields the product [Si](C)(C)(C(C)(C)C)O[C@H](C)[C@H]1C(N[C@@H]1C(C)(C(=O)OCC1=CC=CC=C1)C(C)=O)=O ((3S,4S)-3-[(R)-1-(tert-butyldimethylsilyloxy)ethyl]-4-(1-acetyl-1-benzyloxycarbonylethyl)-2-azetidinone). The yield is 77.6%. RXN SMILES: [CH3:1][CH:2]([C:13]([CH3:15])=[O:14])[C:3]([O:5][CH2:6][C:7]1[CH:12]=[CH:11][CH:10]=[CH:9][CH:8]=1)=[O:4].[H-].[Na+].[Si:18]([O:25][C@@H:26]([C@@H:28]1[C@@H:31](SC2C=CC=CC=2)[NH:30][C:29]1=[O:39])[CH3:27])([C:21]([CH3:24])([CH3:23])[CH3:22])([CH3:20])[CH3:19].[Cl-].[NH4+]>O1CCCC1>[Si:18]([O:25][C@@H:26]([C@@H:28]1[C@@H:31]([C:2]([C:13](=[O:14])[CH3:15])([C:3]([O:5][CH2:6][C:7]2[CH:12]=[CH:11][CH:10]=[CH:9][CH:8]=2)=[O:4])[CH3:1])[NH:30][C:29]1=[O:39])[CH3:27])([C:21]([CH3:22])([CH3:23])[CH3:24])([CH3:19])[CH3:20] |f:1.2,4.5|. Procedure: Benzyl 2-methylacetoacetate (825 mg, 4.00 mmole) was added to a suspension of sodium hydride (160 mg, 4.0 mmole) in tetrahydrofuran (10 ml) in a nitrogen stream, and the solution mixture was stirred for 10 min at room temperature and then admixed with cuprous bromide dimethylsulfide complex (822 mg, 5.98 mmole), followed by stirring for 1 hour, addition of (3S,4R)-3-[(R)-1-(tert-butyldimethylsilyloxy)ethyl]-4-phenylthio-2-azetidinone (677 mg, 2.00 mmole) and stirring for 3 hours. The reaction so... Reactants: BrC(Br)(Br)Br, CCN(CC)C(=O)c1ccc(C(CCO)c2cccc(OC)c2)cc1, CC#N, O, c1ccc(P(c2ccccc2)c2ccccc2)cc1. The product is CCN(CC)C(=O)c1ccc(C(CCBr)c2cccc(OC)c2)cc1. As a reaction SMILES: [C:45]([Br:46])([Br:47])([Br:48])[Br:49].[CH2:1]([CH3:2])[N:3]([C:4](=[O:5])[c:6]1[cH:7][cH:8][c:9]([CH:12]([CH2:13][CH2:14][OH:15])[c:16]2[cH:17][c:18]([O:22][CH3:23])[cH:19][cH:20][cH:21]2)[cH:10][cH:11]1)[CH2:24][CH3:25].[CH3:51][C:52]#[N:53].[OH2:50].[c:26]1([P:27]([c:28]2[cH:29][cH:30][cH:31][cH:32][cH:33]2)[c:34]2[cH:35][cH:36][cH:37][cH:38][cH:39]2)[cH:40][cH:41][cH:42][cH:43][cH:44]1>>[CH2:1]([CH3:2])[N:3]([C:4](=[O:5])[c:6]1[cH:7][cH:8][c:9]([CH:12]([CH2:13][CH2:14][Br:46])[c:16]2[cH:17][c:18]([O:22][CH3:23])[cH:19][cH:20][cH:21]2)[cH:10][cH:11]1)[CH2:24][CH3:25].